This data is from the Open Reaction Database (ORD), a public repository of structured organic reaction records. The task is: describe an organic reaction: reactants, conditions, products, and yield Reactants: CCn1cc(-c2ccnc3[nH]c(-c4ccc(CN5CCCC5)cc4)cc23)c(-c2ccc(N)cc2)n1, CC(C)C(=O)Cl, CN(C)c1ccncc1, ClCCl. The product is CCn1cc(-c2ccnc3[nH]c(-c4ccc(CN5CCCC5)cc4)cc23)c(-c2ccc(NC(=O)C(C)C)cc2)n1. As a reaction SMILES: [CH2:1]([CH3:2])[n:3]1[n:4][c:5](-[c:29]2[cH:30][cH:31][c:32]([NH2:33])[cH:34][cH:35]2)[c:6](-[c:8]2[c:9]3[c:10]([n:11][cH:12][cH:13]2)[nH:14][c:15](-[c:17]2[cH:18][cH:19][c:20]([CH2:23][N:24]4[CH2:25][CH2:26][CH2:27][CH2:28]4)[cH:21][cH:22]2)[cH:16]3)[cH:7]1.[CH3:36][CH:37]([C:38](=[O:39])[Cl:40])[CH3:41].[CH3:45][N:46]([c:47]1[cH:48][cH:49][n:50][cH:51][cH:52]1)[CH3:53].[Cl:42][CH2:43][Cl:44]>>[CH2:1]([CH3:2])[n:3]1[n:4][c:5](-[c:29]2[cH:30][cH:31][c:32]([NH:33][C:38]([CH:37]([CH3:36])[CH3:41])=[O:39])[cH:34][cH:35]2)[c:6](-[c:8]2[c:9]3[c:10]([n:11][cH:12][cH:13]2)[nH:14][c:15](-[c:17]2[cH:18][cH:19][c:20]([CH2:23][N:24]4[CH2:25][CH2:26][CH2:27][CH2:28]4)[cH:21][cH:22]2)[cH:16]3)[cH:7]1. The reactants are compound, [Mn](=O)(=O)(=O)[O-].[K+] (potassium permanganate), P(=O)(O)([O-])[O-].[Na+].[Na+] (disodium hydrogenphosphate), ClC=1C(=C(C=O)C=CC1)OC1=NC(=CC(=N1)OC)OC (3-chloro-2-(4,6-dimethoxypyrimidin-2-yl)oxy benzaldehyde). Run in CC(=O)C (acetone). Conditions: time 12 hour. Yields the product ClC=1C(=C(C(=O)O)C=CC1)OC1=NC(=CC(=N1)OC)OC (3-chloro-2-(4,6-dimethoxypyrimidin-2-yl)oxy benzoic acid). RXN SMILES: [Mn]([O-])(=O)(=O)=O.[K+].P([O-])([O-])(O)=[O:8].[Na+].[Na+].[Cl:14][C:15]1[C:16]([O:23][C:24]2[N:29]=[C:28]([O:30][CH3:31])[CH:27]=[C:26]([O:32][CH3:33])[N:25]=2)=[C:17]([CH:20]=[CH:21][CH:22]=1)[CH:18]=[O:19]>CC(C)=O>[Cl:14][C:15]1[C:16]([O:23][C:24]2[N:25]=[C:26]([O:32][CH3:33])[CH:27]=[C:28]([O:30][CH3:31])[N:29]=2)=[C:17]([CH:20]=[CH:21][CH:22]=1)[C:18]([OH:8])=[O:19] |f:0.1,2.3.4|. Procedure details: An aqueous solution of potassium permanganate (1.3 g) and disodium hydrogenphosphate (1 g) was dropwise added to a solution of 3-chloro-2-(4,6-dimethoxypyrimidin-2-yl)oxy benzaldehyde (1.7 g) in acetone (50 ml). The mixture was stirred at room temperature for 12 hours, and the precipitated manganese dioxide was filtered off. The filtrate was adjusted with hydrochloric acid to a pH of about 4 and then extracted with chloroform. The chloroform layer was washed with water and dried, and the solvent... Starting materials: FC=1C=C2C=C(NC2=CC1F)C=1C=CC(=C(C1)N)OC (5-(5,6-Difluoro-1H-indol-2-yl)-2-methoxy-phenylamine), FC=1C=C2C=C(NC2=CC1F)C=1C=CC(=C(C1)N)OC (5-(5,6-difluoro-1H-indol-2-yl)-2-methoxy-phenylamine), C(=S)(Cl)Cl (thiophosgene). The product is FC=1C=C2C=C(NC2=CC1F)C=1C=CC(=C(C1)N=C=S)OC (5-(5,6-Difluoro-1H-indol-2-yl)-2-methoxy-phenyl isothiocyanate). Reaction SMILES: [F:1][C:2]1[CH:3]=[C:4]2[C:8](=[CH:9][C:10]=1[F:11])[NH:7][C:6]([C:12]1[CH:13]=[CH:14][C:15]([O:19][CH3:20])=[C:16]([NH2:18])[CH:17]=1)=[CH:5]2.[C:21](Cl)(Cl)=[S:22]>>[F:1][C:2]1[CH:3]=[C:4]2[C:8](=[CH:9][C:10]=1[F:11])[NH:7][C:6]([C:12]1[CH:13]=[CH:14][C:15]([O:19][CH3:20])=[C:16]([N:18]=[C:21]=[S:22])[CH:17]=1)=[CH:5]2. Reported procedure: The product from Example 3, 5-(5,6-difluoro-1H-indol-2-yl)-2-methoxy-phenylamine (5.48 g, 20 mmol) was reacted with thiophosgene (1.9 mL, 25 mmol) according to the procedure for Example 26, Step A to give the product as a greenish tan solid (5.40 g). Reactants: CCc1ccc(Cc2cc3c(cc2Cl)OC(C)(O)CC32OC(COCc3ccccc3)C(OCc3ccccc3)C(OCc3ccccc3)C2OCc2ccccc2)cc1, CCCC[SiH3], CCOC(C)=O, ClCCl, Fc1c(F)c(F)c(B(c2c(F)c(F)c(F)c(F)c2F)c2c(F)c(F)c(F)c(F)c2F)c(F)c1F. Yields the product CCc1ccc(Cc2cc3c(cc2Cl)OC(C)CC32OC(COCc3ccccc3)C(OCc3ccccc3)C(OCc3ccccc3)C2OCc2ccccc2)cc1. As a reaction SMILES: [CH2:1]([c:2]1[cH:3][cH:4][cH:5][cH:6][cH:7]1)[O:8][CH:9]1[CH:10]([O:53][CH2:54][c:55]2[cH:56][cH:57][cH:58][cH:59][cH:60]2)[CH:11]([O:45][CH2:46][c:47]2[cH:48][cH:49][cH:50][cH:51][cH:52]2)[CH:12]([CH2:36][O:37][CH2:38][c:39]2[cH:40][cH:41][cH:42][cH:43][cH:44]2)[O:13][C:14]12[CH2:15][C:16]([OH:34])([CH3:35])[O:17][c:18]1[cH:19][c:20]([Cl:33])[c:21]([CH2:24][c:25]3[cH:26][cH:27][c:28]([CH2:31][CH3:32])[cH:29][cH:30]3)[cH:22][c:23]12.[CH2:95]([SiH3:96])[CH2:97][CH2:98][CH3:99].[CH3:100][CH2:101][O:102][C:103]([CH3:104])=[O:105].[Cl:106][CH2:107][Cl:108].[F:61][c:62]1[c:63]([B:64]([c:65]2[c:66]([F:67])[c:68]([F:69])[c:70]([F:71])[c:72]([F:73])[c:74]2[F:75])[c:76]2[c:77]([F:78])[c:79]([F:80])[c:81]([F:82])[c:83]([F:84])[c:85]2[F:86])[c:87]([F:88])[c:89]([F:90])[c:91]([F:92])[c:93]1[F:94]>>[CH2:1]([c:2]1[cH:3][cH:4][cH:5][cH:6][cH:7]1)[O:8][CH:9]1[CH:10]([O:53][CH2:54][c:55]2[cH:56][cH:57][cH:58][cH:59][cH:60]2)[CH:11]([O:45][CH2:46][c:47]2[cH:48][cH:49][cH:50][cH:51][cH:52]2)[CH:12]([CH2:36][O:37][CH2:38][c:39]2[cH:40][cH:41][cH:42][cH:43][cH:44]2)[O:13][C:14]12[CH2:15][CH:16]([CH3:35])[O:17][c:18]1[cH:19][c:20]([Cl:33])[c:21]([CH2:24][c:25]3[cH:26][cH:27][c:28]([CH2:31][CH3:32])[cH:29][cH:30]3)[cH:22][c:23]12. Starting materials: amino acid, CO (MeOH), N([C@@H](CC1=CC=C(C=C1)O)C(=O)N[C@H](CCS(=O)C)C(=O)NCC(=O)N([C@@H](CC1=CC=CC=C1)C(=O)NNC(=O)C)C)C(=O)OC(C)(C)C (BOC-Tyr-(D)-Met(O)-Gly-MePhe-NHNH-CO-CH3). The product is N([C@@H](CC1=CC=C(C=C1)O)C(=O)N[C@H](CCS(=O)C)C(=O)NCC(=O)O)C(=O)OC(C)(C)C (BOC-Tyr-(D)-Met(O)-Gly-OH), N[C@@H](CC1=CC=C(C=C1)O)C(=O)N[C@H](CCS(=O)C)C(=O)NCC(=O)N([C@@H](CC1=CC=CC=C1)C(=O)NNC(=O)C)C (H-Tyr-(D)-Met(O)-Gly-MePhe-NHNH-CO-CH3). As a reaction SMILES: [NH:1]([C:43]([O:45][C:46]([CH3:49])([CH3:48])[CH3:47])=[O:44])[C@H:2]([C:11]([NH:13][C@@H:14]([C:20]([NH:22][CH2:23][C:24]([N:26]([CH3:42])[C@H:27]([C:35]([NH:37][NH:38][C:39]([CH3:41])=[O:40])=[O:36])[CH2:28][C:29]1[CH:34]=[CH:33][CH:32]=[CH:31][CH:30]=1)=[O:25])=[O:21])[CH2:15][CH2:16][S:17]([CH3:19])=[O:18])=[O:12])[CH2:3][C:4]1[CH:9]=[CH:8][C:7]([OH:10])=[CH:6][CH:5]=1.C[OH:51]>>[NH:1]([C:43]([O:45][C:46]([CH3:49])([CH3:48])[CH3:47])=[O:44])[C@H:2]([C:11]([NH:13][C@@H:14]([C:20]([NH:22][CH2:23][C:24]([OH:25])=[O:51])=[O:21])[CH2:15][CH2:16][S:17]([CH3:19])=[O:18])=[O:12])[CH2:3][C:4]1[CH:5]=[CH:6][C:7]([OH:10])=[CH:8][CH:9]=1.[NH2:1][C@H:2]([C:11]([NH:13][C@@H:14]([C:20]([NH:22][CH2:23][C:24]([N:26]([CH3:42])[C@H:27]([C:35]([NH:37][NH:38][C:39]([CH3:41])=[O:40])=[O:36])[CH2:28][C:29]1[CH:34]=[CH:33][CH:32]=[CH:31][CH:30]=1)=[O:25])=[O:21])[CH2:15][CH2:16][S:17]([CH3:19])=[O:18])=[O:12])[CH2:3][C:4]1[CH:5]=[CH:6][C:7]([OH:10])=[CH:8][CH:9]=1. Procedure details: Using 0.35 g of BOC-Tyr-(D)-Met(O)-Gly-MePhe-NHNH-CO-CH3, in a similarmanner to (IV) of Example 36 is obtained 0.19 g of the desired product, [α]D22 0° (c=0.25, MeOH), Rf2 =0.16, amino acid analysis: Gly 1.00, Met 1.00, Tyr 1.20. Reactants: Cl.NO (hydroxylamine hydrochloride), FC(C(CC#N)=O)(F)F (trifluoroacetoacetonitrile). The solvent is CO (methanol). Run at time 68 hour. The product is FC(C1=CC(=NO1)N)(F)F (5-Trifluoromethyl-3-aminoisoxazole). The yield is 55.5%. Reaction SMILES: Cl.[NH2:2]O.[F:4][C:5]([F:12])([F:11])[C:6](=[O:10])[CH2:7][C:8]#[N:9]>CO>[F:4][C:5]([F:12])([F:11])[C:6]1[O:10][N:9]=[C:8]([NH2:2])[CH:7]=1 |f:0.1|. Reported procedure: Dry methanol (220 ml) and 96% hydroxylamine hydrochloride (11.52 g, 0.159 mole) were added to trifluoroacetoacetonitrile (16.78 g, 0.122 mole) and the mixture was heated under reflux with stirring for 68 hours. Methanol was then evaporated under reduced pressure and, after addition of water (240 ml), a 48% solution of sodium hydroxide was added to the resulting residue to adjust to pH 11 or higher. The solution was extracted with methylene chloride and, after drying the extract with anhydrous so... Reactants: CC(O)COC(C)(C)C, C1CCOC1, COC(=O)c1ccc(O)c(Cl)c1, c1ccc(P(c2ccccc2)c2ccccc2)cc1. The product is COC(=O)c1ccc(OC(C)COC(C)(C)C)c(Cl)c1. Reaction SMILES: [C:32]([CH3:33])([CH3:34])([CH3:35])[O:36][CH2:37][CH:38]([CH3:39])[OH:40].[CH2:41]1[O:42][CH2:43][CH2:44][CH2:45]1.[CH3:1][O:2][C:3]([c:4]1[cH:5][c:6]([Cl:11])[c:7]([OH:10])[cH:8][cH:9]1)=[O:12].[c:13]1([P:14]([c:15]2[cH:16][cH:17][cH:18][cH:19][cH:20]2)[c:21]2[cH:22][cH:23][cH:24][cH:25][cH:26]2)[cH:27][cH:28][cH:29][cH:30][cH:31]1>>[CH3:1][O:2][C:3]([c:4]1[cH:5][c:6]([Cl:11])[c:7]([O:10][CH:38]([CH2:37][O:36][C:32]([CH3:33])([CH3:34])[CH3:35])[CH3:39])[cH:8][cH:9]1)=[O:12].